From a dataset of the Open Reaction Database (ORD), a public repository of structured organic reaction records. describe an organic reaction: reactants, conditions, products, and yield Reactants: C1(CC1)B(O)O (cyclopropylboronic acid), F[B-](F)(F)F.C1(CCCCC1)[PH+](C1CCCCC1)C1CCCCC1 (tricyclohexylphosphonium tetrafluoroborate), C([O-])([O-])=O.[Cs+].[Cs+] (cesium carbonate), C(C)(=O)O[C@@H]1[C@H](O[C@H]([C@@H]([C@H]1OC(C)=O)OC(C)=O)C1=CC(=C(C=C1)Br)CC=1SC(=CN1)C=1OC=CC1)COC(C)=O ((2R,3R,4R,5S,6S)-2-(Acetoxymethyl)-6-(4-bromo-3-((5-(furan-2-yl)thiazol-2-yl)methyl)phenyl)-tetrahydro-2H-pyran-3,4,5-triyl triacetate). The reagents and catalysts are C(C)(=O)[O-].[Pd+2].C(C)(=O)[O-] (palladium(II) acetate). The product is C(C)(=O)O[C@@H]1[C@H](O[C@H]([C@@H]([C@H]1OC(C)=O)OC(C)=O)C1=CC(=C(C=C1)C1CC1)CC=1SC(=CN1)C=1OC=CC1)COC(C)=O ((2R,3R,4R,5S,6S)-2-(Acetoxymethyl)-6-(4-cyclopropyl-3-((5-(furan-2-yl)thiazol-2-yl)methyl)phenyl)-tetrahydro-2H-pyran-3,4,5-triyl triacetate). Yield: 19.9%. Reaction SMILES: [C:1]([O:4][C@H:5]1[C@H:10]([O:11][C:12](=[O:14])[CH3:13])[C@@H:9]([O:15][C:16](=[O:18])[CH3:17])[C@H:8]([C:19]2[CH:24]=[CH:23][C:22](Br)=[C:21]([CH2:26][C:27]3[S:28][C:29]([C:32]4[O:33][CH:34]=[CH:35][CH:36]=4)=[CH:30][N:31]=3)[CH:20]=2)[O:7][C@@H:6]1[CH2:37][O:38][C:39](=[O:41])[CH3:40])(=[O:3])[CH3:2].[CH:42]1(B(O)O)[CH2:44][CH2:43]1.F[B-](F)(F)F.C1([PH+](C2CCCCC2)C2CCCCC2)CCCCC1.C(=O)([O-])[O-].[Cs+].[Cs+]>C([O-])(=O)C.[Pd+2].C([O-])(=O)C>[C:1]([O:4][C@H:5]1[C@H:10]([O:11][C:12](=[O:14])[CH3:13])[C@@H:9]([O:15][C:16](=[O:18])[CH3:17])[C@H:8]([C:19]2[CH:24]=[CH:23][C:22]([CH:42]3[CH2:44][CH2:43]3)=[C:21]([CH2:26][C:27]3[S:28][C:29]([C:32]4[O:33][CH:34]=[CH:35][CH:36]=4)=[CH:30][N:31]=3)[CH:20]=2)[O:7][C@@H:6]1[CH2:37][O:38][C:39](=[O:41])[CH3:40])(=[O:3])[CH3:2] |f:2.3,4.5.6,7.8.9|. Procedure: The bromide 58 (300 mg, 0.46 mmol) was added to a microwave reaction tube containing cyclopropylboronic acid (86.9 mg, 1.01 mmol), palladium(II) acetate (31 mg, 46 μmol), tricyclohexylphosphonium tetrafluoroborate (68 mg, 0.18 mmol) and cesium carbonate (601 mg, 1.84 mmol) in dioxaone (5 mL). The capped reaction tube was placed in a microwave reactor and the mixture irradiated at 150° C. for 25 min. After dilution with EtOAc, the organic layer was washed with water and brine prior to drying over... The solvent is CS(=O)C (dimethylsulfoxide). Conditions: time 30 minute. Reactants: CI (methyl iodide), [H-].[Na+] (sodium hydride), suspension, C(C)(C)N(CCNC(=O)N1C(C2=CC(=C(C=C2CC1)OC)OC)C1=CC=CC=C1)C(C)C (N-(2-diisopropylaminoethyl)-6,7-dimethoxy-1-phenyl-3,4-dihydro-2(1H)-isoquinolinecarboxamide), resultant mixture, O (water). Procedure: 4.4 Parts of N-(2-diisopropylaminoethyl)-6,7-dimethoxy-1-phenyl-3,4-dihydro-2(1H)-isoquinolinecarboxamide is dissolved in 110 parts of dimethylsulfoxide. Then 0.24 part of sodium hydride, as a 56% suspension in mineral oil, is added. The mixture is stirred for 30 minutes at room temperature. 1.42 Parts of methyl iodide is added portionwise at room temperature and the resultant mixture is stirred overnight in a nitrogen atmosphere. The mixture is then poured into water and extracted with methylen... Product: C(C)(C)N(CCN(C(=O)N1C(C2=CC(=C(C=C2CC1)OC)OC)C1=CC=CC=C1)C)C(C)C (N-(2-diisopropylaminoethyl)-6,7-dimethoxy-N-methyl-1-phenyl-3,4-dihydro-2(1H)-isoquinolinecarboxamide). As a reaction SMILES: [CH:1]([N:4]([CH:30]([CH3:32])[CH3:31])[CH2:5][CH2:6][NH:7][C:8]([N:10]1[CH2:19][CH2:18][C:17]2[C:12](=[CH:13][C:14]([O:22][CH3:23])=[C:15]([O:20][CH3:21])[CH:16]=2)[CH:11]1[C:24]1[CH:29]=[CH:28][CH:27]=[CH:26][CH:25]=1)=[O:9])([CH3:3])[CH3:2].[H-].[Na+].[CH3:35]I.O>CS(C)=O>[CH:30]([N:4]([CH:1]([CH3:3])[CH3:2])[CH2:5][CH2:6][N:7]([CH3:35])[C:8]([N:10]1[CH2:19][CH2:18][C:17]2[C:12](=[CH:13][C:14]([O:22][CH3:23])=[C:15]([O:20][CH3:21])[CH:16]=2)[CH:11]1[C:24]1[CH:25]=[CH:26][CH:27]=[CH:28][CH:29]=1)=[O:9])([CH3:32])[CH3:31] |f:1.2|. The reactants are COc1ccc2c(n1)N1C(C)CN(C(=O)OC(C)(C)C)CC1C2, O=C1CCC(=O)N1Cl. Yields the product COc1nc2c(cc1Cl)CC1CN(C(=O)OC(C)(C)C)CC(C)N21. Reaction SMILES: [C:1]([CH3:2])([CH3:3])([CH3:4])[O:5][C:6](=[O:7])[N:8]1[CH2:9][CH:10]2[CH2:11][c:12]3[cH:13][cH:14][c:15]([O:22][CH3:23])[n:16][c:17]3[N:18]2[CH:19]([CH3:21])[CH2:20]1.[Cl:24][N:25]1[C:26](=[O:27])[CH2:28][CH2:29][C:30]1=[O:31]>>[C:1]([CH3:2])([CH3:3])([CH3:4])[O:5][C:6](=[O:7])[N:8]1[CH2:9][CH:10]2[CH2:11][c:12]3[cH:13][c:14]([Cl:24])[c:15]([O:22][CH3:23])[n:16][c:17]3[N:18]2[CH:19]([CH3:21])[CH2:20]1. The reactants are FC1=C(C=C(C=C1OC)C)S (2-fluoro-3-methoxy-5-methylbenzenethiol), CN(C)C=O (DMF), C(=O)([O-])[O-].[K+].[K+] (K2CO3), ClCC(CC(=O)OC)=O (methyl 4-chloro-3-oxobutanoate). Run in O (water). Conditions: time 1.5 hour. Product: FC1=C(C=C(C=C1OC)C)SCC(CC(=O)OC)=O (Methyl 4-((2-fluoro-3-methoxy-5-methylphenyl)sulfanyl)-3-oxobutanoate). As a reaction SMILES: [F:1][C:2]1[C:7]([O:8][CH3:9])=[CH:6][C:5]([CH3:10])=[CH:4][C:3]=1[SH:11].CN(C=O)C.C([O-])([O-])=O.[K+].[K+].Cl[CH2:24][C:25](=[O:31])[CH2:26][C:27]([O:29][CH3:30])=[O:28]>O>[F:1][C:2]1[C:7]([O:8][CH3:9])=[CH:6][C:5]([CH3:10])=[CH:4][C:3]=1[S:11][CH2:24][C:25](=[O:31])[CH2:26][C:27]([O:29][CH3:30])=[O:28] |f:2.3.4|. Procedure details: To a mixture of 2-fluoro-3-methoxy-5-methylbenzenethiol (289.4 mg) and DMF (dry) (12 mL) were added K2CO3 (255 mg) and methyl 4-chloro-3-oxobutanoate (0.217 mL) at 0° C. The mixture was stirred at room temperature for 1.5 h. The mixture was diluted with water and extracted with EtOAc. The organic layer was washed successively with water and brine, dried over MgSO4, and concentrated in vacuo. The residue was purified by silica gel column chromatography (EtOAc/hexane) to give the title compound (3...